Dataset: the Open Reaction Database (ORD), a public repository of structured organic reaction records. Task: describe an organic reaction: reactants, conditions, products, and yield Starting materials: CN(C)C=O, Clc1ncccn1, [H-], CC(N)CO, [Na+]. Yields the product CC(N)COc1ncccn1. RXN SMILES: [CH3:15][N:16]([CH3:17])[CH:18]=[O:19].[Cl:8][c:9]1[n:10][cH:11][cH:12][cH:13][n:14]1.[H-:6].[NH2:1][CH:2]([CH2:3][OH:4])[CH3:5].[Na+:7]>>[NH2:1][CH:2]([CH2:3][O:4][c:9]1[n:10][cH:11][cH:12][cH:13][n:14]1)[CH3:5].